The task is: describe an organic reaction: reactants, conditions, products, and yield. This data is from the Open Reaction Database (ORD), a public repository of structured organic reaction records. Starting materials: NC=1C=NC=CC1 (3-aminopyridine), ClC(C(=O)OC)=O (methyl 2-chloro-2-oxoacetate). The product is N1=CC(=CC=C1)NC(C(=O)OC)=O (methyl 2-[(pyridin-3-yl)amino]-2-oxoacetate). As a reaction SMILES: [NH2:1][C:2]1[CH:3]=[N:4][CH:5]=[CH:6][CH:7]=1.Cl[C:9](=[O:14])[C:10]([O:12][CH3:13])=[O:11]>>[N:4]1[CH:5]=[CH:6][CH:7]=[C:2]([NH:1][C:9](=[O:14])[C:10]([O:12][CH3:13])=[O:11])[CH:3]=1. Procedure details: In a manner similar to that described in Referential Example 242, 3-aminopyridine was condensed with methyl 2-chloro-2-oxoacetate to form methyl 2-[(pyridin-3-yl)amino]-2-oxoacetate. In a manner similar to that described in Example 271, the title compound was obtained from the thus-condensed ester product and the compound obtained in Referential Example 310. Starting materials: COC=1C=C(C(=O)C2=C(OC3=C2C=CC=C3)C3=CC=CC=C3)C=CC1O (3-(3-methoxy-4-hydroxybenzoyl)-2-phenylbenzofuran), C(C)N(CCCCl)CC (3-diethylaminopropyl chloride). The product is COC=1C=C(C(=O)C2=C(OC3=C2C=CC=C3)C3=CC=CC=C3)C=CC1OCCCN(CC)CC (3-[3-Methoxy-4-(3-diethylaminopropoxy)benzoyl]-2-phenylbenzofuran). RXN SMILES: [CH3:1][O:2][C:3]1[CH:4]=[C:5]([CH:23]=[CH:24][C:25]=1[OH:26])[C:6]([C:8]1[C:12]2[CH:13]=[CH:14][CH:15]=[CH:16][C:11]=2[O:10][C:9]=1[C:17]1[CH:22]=[CH:21][CH:20]=[CH:19][CH:18]=1)=[O:7].[CH2:27]([N:29]([CH2:34][CH3:35])[CH2:30][CH2:31][CH2:32]Cl)[CH3:28]>>[CH3:1][O:2][C:3]1[CH:4]=[C:5]([CH:23]=[CH:24][C:25]=1[O:26][CH2:32][CH2:31][CH2:30][N:29]([CH2:34][CH3:35])[CH2:27][CH3:28])[C:6]([C:8]1[C:12]2[CH:13]=[CH:14][CH:15]=[CH:16][C:11]=2[O:10][C:9]=1[C:17]1[CH:22]=[CH:21][CH:20]=[CH:19][CH:18]=1)=[O:7]. Reported procedure: Reaction of 3-(3-methoxy-4-hydroxybenzoyl)-2-phenylbenzofuran with 3-diethylaminopropyl chloride according to the procedure of Example 1 gives the title compound. Starting materials: CCOC(=O)CBr, CC(C)(C)c1ccc(-c2snnc2S)cc1, CC1CCCCC1, CCO, [K]. Yields the product CCOC(=O)CSc1nnsc1-c1ccc(C(C)(C)C)cc1. As a reaction SMILES: [Br:18][CH2:19][C:20](=[O:21])[O:22][CH2:23][CH3:24].[CH3:1][C:2]([CH3:3])([CH3:4])[c:5]1[cH:6][cH:7][c:8](-[c:11]2[c:12]([SH:16])[n:13][n:14][s:15]2)[cH:9][cH:10]1.[CH3:25][CH:26]1[CH2:27][CH2:28][CH2:29][CH2:30][CH2:31]1.[CH3:32][CH2:33][OH:34].[K:17]>>[CH3:1][C:2]([CH3:3])([CH3:4])[c:5]1[cH:6][cH:7][c:8](-[c:11]2[c:12]([S:16][CH2:19][C:20](=[O:21])[O:22][CH2:23][CH3:24])[n:13][n:14][s:15]2)[cH:9][cH:10]1. Run in CCOCC (ether). As a reaction SMILES: Cl.[O:2]1[C:7]2[CH:8]=[CH:9][CH:10]=[CH:11][C:6]=2[O:5][CH2:4][CH:3]1[CH2:12][C:13]1[NH:14][CH:15]=[CH:16][N:17]=1.C(=O)([O-])[O-].[K+].[K+]>CCOCC>[O:2]1[C:7]2[CH:8]=[CH:9][CH:10]=[CH:11][C:6]=2[O:5][CH2:4][CH:3]1[CH2:12][C:13]1[NH:17][CH:16]=[CH:15][N:14]=1 |f:0.1,2.3.4|. Reactants: Cl.O1C(COC2=C1C=CC=C2)CC=2NC=CN2 (2-(1,4-benzodioxan-2-ylmethyl)imidazole hydrochloride), C([O-])([O-])=O.[K+].[K+] (potassium carbonate). Reported procedure: 2-(1,4-benzodioxan-2-ylmethyl)imidazole hydrochloride (1.0 g) suspended in 50 ml of ether is stirred with excess dilute aqueous potassium carbonate solution until the salt is completely dissolved. The organic layer is then separated, washed twice with water, dried over magnesium sulfate and evaporated to yield 2-(1,4-benzodioxan-2-ylmethyl)imidazole. Product: O1C(COC2=C1C=CC=C2)CC=2NC=CN2 (2-(1,4-benzodioxan-2-ylmethyl)imidazole). Starting materials: OC1=C(N(S(C2=C1C=CC=C2)(=O)=O)C)C(=O)OC (methyl 4-hydroxy-2-methyl-2H-1,2-benzothiazine-3-carboxylate 1,1-dioxide), NC=1C(C=CC(=CC1)Cl)=O (2-amino-5-chloro-2,4,6-cycloheptatrien-1-one). Run in C=1(C(=CC=CC1)C)C (xylene). The product is ClC1=CC=C(C(C=C1)=O)NC(=O)C=1N(S(C2=C(C1O)C=CC=C2)(=O)=O)C (N-(5-chloro-1-oxo-2,4,6-cycloheptatrien-2-yl)-4-hydroxy-2-methyl-2H-1,2-benzothiazine-3-carboxamide 1,1-dioxide). Yield: 40.7%. Reaction SMILES: [OH:1][C:2]1[C:7]2[CH:8]=[CH:9][CH:10]=[CH:11][C:6]=2[S:5](=[O:13])(=[O:12])[N:4]([CH3:14])[C:3]=1[C:15]([O:17]C)=O.[NH2:19][C:20]1[C:21](=[O:28])[CH:22]=[CH:23][C:24]([Cl:27])=[CH:25][CH:26]=1>C1(C)C(C)=CC=CC=1>[Cl:27][C:24]1[CH:23]=[CH:22][C:21](=[O:28])[C:20]([NH:19][C:15]([C:3]2[N:4]([CH3:14])[S:5](=[O:12])(=[O:13])[C:6]3[CH:11]=[CH:10][CH:9]=[CH:8][C:7]=3[C:2]=2[OH:1])=[O:17])=[CH:26][CH:25]=1. Procedure details: A mixture of methyl 4-hydroxy-2-methyl-2H-1,2-benzothiazine-3-carboxylate 1,1-dioxide (1.5 g) and 2-amino-5-chloro-2,4,6-cycloheptatrien-1-one (0.87 g) in xylene (37 ml) was refluxed for 24 hours. The reaction mixture was cooled to room temperature. The crystals were collected by filtration and recrystallized from N,N-dimethylformamide to give N-(5-chloro-1-oxo-2,4,6-cycloheptatrien-2-yl)-4-hydroxy-2-methyl-2H-1,2-benzothiazine-3-carboxamide 1,1-dioxide (0.89 g). Starting materials: BrC=1C=C(C(=O)N(C)C[C@@H](CC=O)C2=CC=C(C=C2)F)C=C(C1)C(F)(F)F (3-Bromo-N-[(2S)-2-(4-fluorophenyl)-4-oxobutyl]-N-methyl-5-(trifluoromethyl)benzamide), N1CC(C1)N1CCC(CC1)C(=O)N1CCC1 (1-azetidin-3-yl-4-(azetidin-1-ylcarbonyl)piperidine), resultant solution, CCN(C(C)C)C(C)C (DIPEA), C(C)(=O)O[BH-](OC(C)=O)OC(C)=O.[Na+] (sodium triacetoxyborohydride). The solvent is C(Cl)Cl (methylene chloride), C(Cl)Cl (methylene chloride), CO (methanol). Conditions: time 4 hour. The product is N1(CCC1)C(=O)C1CCN(CC1)C1CN(C1)CC[C@H](CN(C(C1=CC(=CC(=C1)C(F)(F)F)Br)=O)C)C1=CC=C(C=C1)F (N-[(2S)-4-{3-[4-(Azetidin-1-ylcarbonyl)piperidin-1-yl]azetidin-1-yl}-2-(4-fluorophenyl)butyl]-3-bromo-N-methyl-5-(trifluoromethyl)benzamide). Isolated yield 59.5%. As a reaction SMILES: [Br:1][C:2]1[CH:3]=[C:4]([CH:21]=[C:22]([C:24]([F:27])([F:26])[F:25])[CH:23]=1)[C:5]([N:7]([CH2:9][C@H:10]([C:14]1[CH:19]=[CH:18][C:17]([F:20])=[CH:16][CH:15]=1)[CH2:11][CH:12]=O)[CH3:8])=[O:6].[NH:28]1[CH2:31][CH:30]([N:32]2[CH2:37][CH2:36][CH:35]([C:38]([N:40]3[CH2:43][CH2:42][CH2:41]3)=[O:39])[CH2:34][CH2:33]2)[CH2:29]1.CCN(C(C)C)C(C)C.C(O[BH-](OC(=O)C)OC(=O)C)(=O)C.[Na+]>C(Cl)Cl.CO>[N:40]1([C:38]([CH:35]2[CH2:36][CH2:37][N:32]([CH:30]3[CH2:29][N:28]([CH2:12][CH2:11][C@@H:10]([C:14]4[CH:15]=[CH:16][C:17]([F:20])=[CH:18][CH:19]=4)[CH2:9][N:7]([CH3:8])[C:5](=[O:6])[C:4]4[CH:21]=[C:22]([C:24]([F:26])([F:27])[F:25])[CH:23]=[C:2]([Br:1])[CH:3]=4)[CH2:31]3)[CH2:33][CH2:34]2)=[O:39])[CH2:41][CH2:42][CH2:43]1 |f:3.4|. Procedure: 3-Bromo-N-[(2S)-2-(4-fluorophenyl)-4-oxobutyl]-N-methyl-5-(trifluoromethyl)benzamide (see method 1; 0.16 g, 0.36 mmol) and 1-azetidin-3-yl-4-(azetidin-1-ylcarbonyl)piperidine (see method 2; 0.10 g, 0.47 mmol) were dissolved in methylene chloride (10 mL) together with a small amount of dry methanol (0.2 mL). To the resultant solution were added DIPEA (0.14 g, 1.08 mmol) and sodium triacetoxyborohydride (0.15 g, 0.72 mmol). The mixture was stirred under nitrogen for 4 h at RT. The mixture was dilu...